Dataset: the Open Reaction Database (ORD), a public repository of structured organic reaction records. Task: describe an organic reaction: reactants, conditions, products, and yield Reactants: FC1=CC=C(C(=C1F)NC1=C(C=C(C=C1)I)F)N (5,6-difluoro-N1-(2-fluoro-4-iodophenyl)benzene 1,2-diamine), ClC=1SC(=CC1S(=O)(=O)Cl)Cl (2,5-dichlorothiophene-3-sulfonyl chloride). Product: ClC=1SC(=CC1S(=O)(=O)NC1=C(C(=C(C=C1)F)F)NC1=C(C=C(C=C1)I)F)Cl (2,5-Dichloro-N-(3,4-difluoro-2-(2-fluoro-4-iodophenylamino)phenyl)thiophene-3-sulfonamide). As a reaction SMILES: [F:1][C:2]1[C:7]([F:8])=[C:6]([NH:9][C:10]2[CH:15]=[CH:14][C:13]([I:16])=[CH:12][C:11]=2[F:17])[C:5]([NH2:18])=[CH:4][CH:3]=1.[Cl:19][C:20]1[S:21][C:22]([Cl:29])=[CH:23][C:24]=1[S:25](Cl)(=[O:27])=[O:26]>>[Cl:19][C:20]1[S:21][C:22]([Cl:29])=[CH:23][C:24]=1[S:25]([NH:18][C:5]1[CH:4]=[CH:3][C:2]([F:1])=[C:7]([F:8])[C:6]=1[NH:9][C:10]1[CH:15]=[CH:14][C:13]([I:16])=[CH:12][C:11]=1[F:17])(=[O:27])=[O:26]. Reported procedure: According to the general procedure B, 5,6-difluoro-N1-(2-fluoro-4-iodophenyl)benzene 1,2-diamine was reacted with 2,5-dichlorothiophene-3-sulfonyl chloride to obtain the title compound. 1H NMR (300 MHz, CDCl3): δ 7.41 (dd, J=1.5 & 10.5 Hz, 1H), 7.28-7.20 (m, 2H), 7.08 (dd, J=9.0 & 17.4 Hz, 2H), 6.99 (s, 1H), 6.03 (dt, J=2.1, 8.7 & 17.4 Hz, 1H), 5.56 (br s, 1H). The reactants are C(CC(=O)C)(=O)N[C@@H](CC(=O)O)C(=O)O (N-acetoacetyl-L-aspartic acid), C(C)(=O)OCCC (n-propyl acetate), C(C)(=O)OC(C)=O (acetic anhydride), [O-2].[Mg+2] (magnesium oxide). Run in C(C)(=O)O (acetic acid). Run at temperature 10 celsius, time 75 minute. Product: 70.3, C(CC(=O)C)(=O)N[C@H]1CC(=O)OC1=O (N-acetoacetyl-L-aspartic anhydride). RXN SMILES: [C:1]([NH:7][C@H:8]([C:13]([OH:15])=[O:14])[CH2:9][C:10]([OH:12])=O)(=[O:6])[CH2:2][C:3]([CH3:5])=[O:4].C(OCCC)(=O)C.C(OC(=O)C)(=O)C.[O-2].[Mg+2]>C(O)(=O)C>[C:1]([NH:7][C@@H:8]1[C:13](=[O:14])[O:15][C:10](=[O:12])[CH2:9]1)(=[O:6])[CH2:2][C:3]([CH3:5])=[O:4] |f:3.4|. Reported procedure: N-acetoacetyl-L-aspartic acid, 80.4 parts, was mixed with 111 parts by volume of dry n-propyl acetate and 39.6 parts of acetic anhydride. A solution of 0.207 parts magnesium oxide in 7.4 parts by volume glacial acetic acid was added and the mixture was stirred at 45°-50° C. for 75 minutes. The resulting slurry was cooled to 10° C. and the solid was collected on a filter under nitrogen. The solid was rinsed with n-propyl acetate and dried at 0.1 mm to afford 70.3 parts of N-acetoacetyl-L-aspartic... Starting materials: OCC1=C(OCC(=O)OC)C=C(C=C1)C (methyl (2-hydroxymethyl-5-methylphenoxy)acetate), S(=O)(Cl)Cl (thionyl chloride). Reagents/catalysts: N1=CC=CC=C1 (pyridine). The solvent is C(Cl)Cl (methylene chloride). Yields the product ClCC1=C(OCC(=O)OC)C=C(C=C1)C (methyl (2-chloromethyl-5-methylphenoxy)acetate). The yield is 55.4%. As a reaction SMILES: O[CH2:2][C:3]1[CH:14]=[CH:13][C:12]([CH3:15])=[CH:11][C:4]=1[O:5][CH2:6][C:7]([O:9][CH3:10])=[O:8].S(Cl)([Cl:18])=O>N1C=CC=CC=1.C(Cl)Cl>[Cl:18][CH2:2][C:3]1[CH:14]=[CH:13][C:12]([CH3:15])=[CH:11][C:4]=1[O:5][CH2:6][C:7]([O:9][CH3:10])=[O:8]. Reported procedure: By the method of Example 1, Step J, 9.21 g (0.044 mole) of methyl (2-hydroxymethyl-5-methylphenoxy)acetate was reacted with 7.40 g (0.062 mole) of thionyl chloride and 5 drops of pyridine in 50 mL of methylene chloride, yielding 5.57 g of methyl (2-chloromethyl-5-methylphenoxy)acetate as an orange liquid. Reactants: COC([C@H](CC1=CC=C(C=C1)OC1=C(C(=NC=C1)C)C)NC(=O)[C@H]1NCC=2C=C3C(=CC2C1)OC[C@@H](O3)C3=CC=C(C=C3)OCC3=CC(=C(C=C3)Cl)Cl)=O ((S)-2-({(3S,8S)-3-[4-(3,4-Dichloro-benzyloxy)-phenyl]-2,3,6,7,8,9-hexahydro-[1,4]dioxino[2,3-g]isoquinoline-8-carbonyl}-amino)-3-[4-(2,3-dimethyl-pyridin-4-yloxy)-phenyl]-propionic acid methyl ester), N(=C=O)[C@@H](C)C1=CC=CC=C1 ((S)-1-isocyanato-ethyl-benzene). Product: COC([C@H](CC1=CC=C(C=C1)OC1=C(C(=NC=C1)C)C)NC(=O)[C@H]1N(CC=2C=C3C(=CC2C1)OC[C@@H](O3)C3=CC=C(C=C3)OCC3=CC(=C(C=C3)Cl)Cl)C(N[C@@H](C)C3=CC=CC=C3)=O)=O ((S)-2-{[(3S,8S)-3-[4-(3,4-dichloro-benzyloxy)-phenyl]-7-((S)-1-phenyl-ethylcarbamoyl)-2,3,6,7,8,9-hexahydro-[1,4]dioxino[2,3-g]isoquinoline-8-carbonyl]-amino}-3-[4-(2,3-dimethyl-pyridin-4-yloxy)-phenyl]-propionic acid methyl ester). As a reaction SMILES: [CH3:1][O:2][C:3](=[O:54])[C@@H:4]([NH:21][C:22]([C@@H:24]1[CH2:33][C:32]2[CH:31]=[C:30]3[O:34][CH2:35][C@H:36]([C:38]4[CH:43]=[CH:42][C:41]([O:44][CH2:45][C:46]5[CH:51]=[CH:50][C:49]([Cl:52])=[C:48]([Cl:53])[CH:47]=5)=[CH:40][CH:39]=4)[O:37][C:29]3=[CH:28][C:27]=2[CH2:26][NH:25]1)=[O:23])[CH2:5][C:6]1[CH:11]=[CH:10][C:9]([O:12][C:13]2[CH:18]=[CH:17][N:16]=[C:15]([CH3:19])[C:14]=2[CH3:20])=[CH:8][CH:7]=1.[N:55]([C@H:58]([C:60]1[CH:65]=[CH:64][CH:63]=[CH:62][CH:61]=1)[CH3:59])=[C:56]=[O:57]>>[CH3:1][O:2][C:3](=[O:54])[C@@H:4]([NH:21][C:22]([C@@H:24]1[CH2:33][C:32]2[CH:31]=[C:30]3[O:34][CH2:35][C@H:36]([C:38]4[CH:43]=[CH:42][C:41]([O:44][CH2:45][C:46]5[CH:51]=[CH:50][C:49]([Cl:52])=[C:48]([Cl:53])[CH:47]=5)=[CH:40][CH:39]=4)[O:37][C:29]3=[CH:28][C:27]=2[CH2:26][N:25]1[C:56](=[O:57])[NH:55][C@H:58]([C:60]1[CH:65]=[CH:64][CH:63]=[CH:62][CH:61]=1)[CH3:59])=[O:23])[CH2:5][C:6]1[CH:7]=[CH:8][C:9]([O:12][C:13]2[CH:18]=[CH:17][N:16]=[C:15]([CH3:19])[C:14]=2[CH3:20])=[CH:10][CH:11]=1. Procedure details: (S)-2-({(3S,8S)-3-[4-(3,4-Dichloro-benzyloxy)-phenyl]-2,3,6,7,8,9-hexahydro-[1,4]dioxino[2,3-g]isoquinoline-8-carbonyl}-amino)-3-[4-(2,3-dimethyl-pyridin-4-yloxy)-phenyl]-propionic acid methyl ester was reacted with (S)-1-isocyanato-ethyl-benzene according to General Procedure I to give (S)-2-{[(3S,8S)-3-[4-(3,4-dichloro-benzyloxy)-phenyl]-7-((S)-1-phenyl-ethylcarbamoyl)-2,3,6,7,8,9-hexahydro-[1,4]dioxino[2,3-g]isoquinoline-8-carbonyl]-amino}-3-[4-(2,3-dimethyl-pyridin-4-yloxy)-phenyl]-propionic... Reactants: CC(=O)Cl, [H-], [Na+], [Na+], O=C([O-])O, CN(C)C=O, O=C(NC1CCN(Cc2cccnc2)CC1)c1ccc2[nH]c3c(c2c1)CN(Cc1ccc(C(F)(F)F)cc1)CC3. The product is CC(=O)n1c2c(c3cc(C(=O)NC4CCN(Cc5cccnc5)CC4)ccc31)CN(Cc1ccc(C(F)(F)F)cc1)CC2. Reaction SMILES: [CH3:43][C:44]([Cl:45])=[O:46].[H-:42].[Na+:41].[Na+:51].[O-:47][C:48]([OH:49])=[O:50].[O:52]=[CH:53][N:54]([CH3:55])[CH3:56].[n:1]1[cH:2][c:3]([CH2:7][N:8]2[CH2:9][CH2:10][CH:11]([NH:14][C:15](=[O:16])[c:17]3[cH:18][c:19]4[c:20]5[c:21]([nH:22][c:23]4[cH:24][cH:25]3)[CH2:26][CH2:27][N:28]([CH2:30][c:31]3[cH:32][cH:33][c:34]([C:37]([F:38])([F:39])[F:40])[cH:35][cH:36]3)[CH2:29]5)[CH2:12][CH2:13]2)[cH:4][cH:5][cH:6]1>>[n:1]1[cH:2][c:3]([CH2:7][N:8]2[CH2:9][CH2:10][CH:11]([NH:14][C:15](=[O:16])[c:17]3[cH:18][c:19]4[c:20]5[c:21]([n:22]([C:44]([CH3:43])=[O:46])[c:23]4[cH:24][cH:25]3)[CH2:26][CH2:27][N:28]([CH2:30][c:31]3[cH:32][cH:33][c:34]([C:37]([F:38])([F:39])[F:40])[cH:35][cH:36]3)[CH2:29]5)[CH2:12][CH2:13]2)[cH:4][cH:5][cH:6]1. Reaction SMILES: [CH2:25]([O:26][CH2:27][CH3:28])[CH3:29].[Cl:1][c:2]1[o:3][c:4]([C:11](=[O:12])[O:13][CH2:14][CH3:15])[c:5]([C:7]([F:8])([F:9])[F:10])[n:6]1.[n:16]1[cH:17][nH:18][c:19]2[c:20]1[cH:21][cH:22][cH:23][cH:24]2>>[c:2]1(-[n:16]2[cH:17][n:18][c:19]3[c:20]2[cH:21][cH:22][cH:23][cH:24]3)[o:3][c:4]([C:11](=[O:12])[O:13][CH2:14][CH3:15])[c:5]([C:7]([F:8])([F:9])[F:10])[n:6]1. Yields the product CCOC(=O)c1oc(-n2cnc3ccccc32)nc1C(F)(F)F. The reactants are CCOCC, CCOC(=O)c1oc(Cl)nc1C(F)(F)F, c1ccc2[nH]cnc2c1. Starting materials: CN (methylamine), C(C)O (ethanol), BrCC1=C(C(=O)OC)C(=CC=C1)[N+](=O)[O-] (methyl 2-(bromomethyl)-6-nitrobenzoate). Solvent: C1CCOC1 (THF). Conditions: time 2 hour. Yields the product CN1C(C2=C(C=CC=C2C1)[N+](=O)[O-])=O (2-Methyl-7-nitro-2,3-dihydro-1H-isoindol-1-one). The yield is 78.0%. Reaction SMILES: [CH3:1][NH2:2].C(O)C.Br[CH2:7][C:8]1[CH:17]=[CH:16][CH:15]=[C:14]([N+:18]([O-:20])=[O:19])[C:9]=1[C:10](OC)=[O:11]>C1COCC1>[CH3:1][N:2]1[CH2:7][C:8]2[C:9](=[C:14]([N+:18]([O-:20])=[O:19])[CH:15]=[CH:16][CH:17]=2)[C:10]1=[O:11]. Procedure details: A solution of methylamine in ethanol (10 mL, 80 mmol, 8M solution in ethanol) was added to a solution of methyl 2-(bromomethyl)-6-nitrobenzoate (8.1 g, 29.6 mmol) in THF (30 mL). After stirring for 2 h the reaction mixture was concentrated to dryness and water (30 mL) was added with rapid stirring. The solids produced were isolated by filtration and dried to give 4.35 g of 2-methyl-7-nitro-2,3-dihydro-1H-isoindol-1-one (XXXVII, yield: 78%). Starting materials: C1(=CC=CC=C1)C(C(=O)O)C1CCCCC1 (α-phenylcyclohexylacetic acid), solution, B.CSC (borane methyl sulfide). Solvent: O1CCCC1 (tetrahydrofuran), O1CCCC1 (tetrahydrofuran). The product is C1(CCCCC1)C(CO)C1=CC=CC=C1 (2-(Cyclohexyl)-2-phenylethanol). Reaction SMILES: [C:1]1([CH:7]([CH:11]2[CH2:16][CH2:15][CH2:14][CH2:13][CH2:12]2)[C:8](O)=[O:9])[CH:6]=[CH:5][CH:4]=[CH:3][CH:2]=1.B.CSC>O1CCCC1>[CH:11]1([CH:7]([C:1]2[CH:2]=[CH:3][CH:4]=[CH:5][CH:6]=2)[CH2:8][OH:9])[CH2:16][CH2:15][CH2:14][CH2:13][CH2:12]1 |f:1.2|. Reported procedure: To a 500 mL round-bottomed flask equipped with condenser and N2 inlet were added 15 g (68.8 mmol) α-phenylcyclohexylacetic acid, 110 mL dry tetrahydrofuran, and 137 mL (275 mmol) of a 2M solution of borane-methyl sulfide in tetrahydrofuran. The solution was refluxed 60 hr, cooled, and evaporated. The residue was taken up carefully in 200 mL ethanol, treated with 2 g sodium carbonate, and refluxed 3 hr. The reaction was cooled, evaporated, taken up in ethyl acetate/water, separated, and the aqueo...